Task: describe an organic reaction: reactants, conditions, products, and yield. Dataset: the Open Reaction Database (ORD), a public repository of structured organic reaction records Starting materials: O (water), [H-].[Na+] (Sodium hydride), N1=C(N=CC=C1)NCCO (2-(2-pyrimidinyl amino)ethanol), FC1=CC=C(C=O)C=C1 (4-fluorobenzaldehyde). The solvent is CN(C)C=O (DMF). Conditions: temperature 80 celsius. The product is N1=C(N=CC=C1)NCCOC1=CC=C(C=O)C=C1 (4-[2-(2-Pyrimidinylamino)ethoxy]benzaldehyde). As a reaction SMILES: [H-].[Na+].[N:3]1[CH:8]=[CH:7][CH:6]=[N:5][C:4]=1[NH:9][CH2:10][CH2:11][OH:12].F[C:14]1[CH:21]=[CH:20][C:17]([CH:18]=[O:19])=[CH:16][CH:15]=1.O>CN(C=O)C>[N:3]1[CH:8]=[CH:7][CH:6]=[N:5][C:4]=1[NH:9][CH2:10][CH2:11][O:12][C:14]1[CH:21]=[CH:20][C:17]([CH:18]=[O:19])=[CH:16][CH:15]=1 |f:0.1|. Procedure details: Sodium hydride (1.2 g; 60% dispersion in oil) was added portionwise to a stirred solution of 2-(2-pyrimidinyl amino)ethanol (4 g) in DMF (140 ml) under an atmosphere of nitrogen. After the vigorous reaction had subsided 4-fluorobenzaldehyde (5.35 g) was added and the solution heated to 80° C. for 20 hours. After cooling the mixture was added to water (500 ml) and extracted with diethyl ether (3×300 ml). The organic extracts were washed with brine (2×200 ml), dried (MgSO4), filtered and evaporate... The reactants are CC(=O)OC(C)=O, CN1CCC(O)N(c2nnc(C3CCCCCC3)s2)C1=O, Cc1ccccc1S(=O)(=O)O, c1ccccc1. The product is CC(=O)OC1CCN(C)C(=O)N1c1nnc(C2CCCCCC2)s1. Reaction SMILES: [CH3:22][C:23](=[O:24])[O:25][C:26](=[O:27])[CH3:28].[CH:1]1([c:8]2[n:9][n:10][c:11]([N:13]3[C:14](=[O:21])[N:15]([CH3:20])[CH2:16][CH2:17][CH:18]3[OH:19])[s:12]2)[CH2:2][CH2:3][CH2:4][CH2:5][CH2:6][CH2:7]1.[c:29]1([CH3:30])[c:31]([S:32]([OH:33])(=[O:34])=[O:35])[cH:36][cH:37][cH:38][cH:39]1.[cH:40]1[cH:41][cH:42][cH:43][cH:44][cH:45]1>>[CH:1]1([c:8]2[n:9][n:10][c:11]([N:13]3[C:14](=[O:21])[N:15]([CH3:20])[CH2:16][CH2:17][CH:18]3[O:19][C:23]([CH3:22])=[O:24])[s:12]2)[CH2:2][CH2:3][CH2:4][CH2:5][CH2:6][CH2:7]1.